Dataset: the Open Reaction Database (ORD), a public repository of structured organic reaction records. Task: describe an organic reaction: reactants, conditions, products, and yield Starting materials: FC1=C(N)C(=CC=C1)F (2,6-difluoroaniline), N1=CC=CC=C1 (pyridine), BrBr (bromine). Run in C(Cl)(Cl)Cl (chloroform), C(Cl)(Cl)Cl (chloroform). Yields the product BrC1=CC(=C(N)C(=C1)F)F (4-bromo-2,6-difluoroaniline). The yield is 83.6%. RXN SMILES: [F:1][C:2]1[CH:8]=[CH:7][CH:6]=[C:5]([F:9])[C:3]=1[NH2:4].N1C=CC=CC=1.[Br:16]Br>C(Cl)(Cl)Cl>[Br:16][C:7]1[CH:8]=[C:2]([F:1])[C:3]([NH2:4])=[C:5]([F:9])[CH:6]=1. Reported procedure: 252 g (1.95 mol) of 2,6-difluoroaniline and 170 g (2.15 mol) of anhydrous pyridine were dissolved in 780 cm3 of chloroform, and a solution of 328 g (2.05 mol) of bromine dissolved in 390 cm3 of chloroform was added dropwise for 2 hours on an ice water bath while stirring, after which it was stirred for 2 hours at room temperature. After washing the reaction solution with water, the chloroform was removed, the residue was distilled under reduced pressure (b. p. 100° C./30 mmHg), and the crystals ... The reactants are Cc1ccc2c(c1)n1c(CC(=O)O)c(-c3ccccc3)nc1n2C, N, C1CCOC1. Product: Cc1ccc2c(c1)n1c(CC(N)=O)c(-c3ccccc3)nc1n2C. RXN SMILES: [CH3:1][c:2]1[cH:3][cH:4][c:5]2[c:6]([n:7]3[c:8]([n:9]2[CH3:10])[n:11][c:12](-[c:18]2[cH:19][cH:20][cH:21][cH:22][cH:23]2)[c:13]3[CH2:14][C:15](=[O:16])[OH:17])[cH:24]1.[NH3:25].[O:26]1[CH2:27][CH2:28][CH2:29][CH2:30]1>>[CH3:1][c:2]1[cH:3][cH:4][c:5]2[c:6]([n:7]3[c:8]([n:9]2[CH3:10])[n:11][c:12](-[c:18]2[cH:19][cH:20][cH:21][cH:22][cH:23]2)[c:13]3[CH2:14][C:15](=[O:17])[NH2:25])[cH:24]1. Reactants: C([O-])([O-])=O.[K+].[K+] (potassium carbonate), C1(=CC=CC=C1)C(N1CCN(CC1)CC1CO1)C1=CC=CC=C1 (1-(diphenylmethyl)-4-(2,3-epoxypropyl)piperazine), COC1=C(C=CC=C1)CCN (2-(2-methoxyphenyl)ethylamine). Run in CN(C)C=O (DMF). The product is C1(=CC=CC=C1)C(N1CCN(CC1)CC(CNCCC1=C(C=CC=C1)OC)O)C1=CC=CC=C1 (1-Diphenylmethyl-4-[2-hydroxy-3-{2-(2-methoxyphenyl)ethylamino}propyl]piperazine). Yield: 66.4%. Reaction SMILES: [C:1]1([CH:7]([C:18]2[CH:23]=[CH:22][CH:21]=[CH:20][CH:19]=2)[N:8]2[CH2:13][CH2:12][N:11]([CH2:14][CH:15]3[O:17][CH2:16]3)[CH2:10][CH2:9]2)[CH:6]=[CH:5][CH:4]=[CH:3][CH:2]=1.[CH3:24][O:25][C:26]1[CH:31]=[CH:30][CH:29]=[CH:28][C:27]=1[CH2:32][CH2:33][NH2:34].C(=O)([O-])[O-].[K+].[K+]>CN(C=O)C>[C:1]1([CH:7]([C:18]2[CH:23]=[CH:22][CH:21]=[CH:20][CH:19]=2)[N:8]2[CH2:13][CH2:12][N:11]([CH2:14][CH:15]([OH:17])[CH2:16][NH:34][CH2:33][CH2:32][C:27]3[CH:28]=[CH:29][CH:30]=[CH:31][C:26]=3[O:25][CH3:24])[CH2:10][CH2:9]2)[CH:2]=[CH:3][CH:4]=[CH:5][CH:6]=1 |f:2.3.4|. Procedure: 3.08 g (0.01 mol) of 1-(diphenylmethyl)-4-(2,3-epoxypropyl)piperazine and 2 g (0.01 mol) of 2-(2-methoxyphenyl)ethylamine were refluxed with heating together with 200 ml of DMF for 21 hours in the presence of a catalytic amount of an alkali such as potassium carbonate. DMF was distilled off under reduced pressure, and a residue was extracted with ethyl acetate. After washing with water and drying, the ethyl acetate was distilled off under reduced pressure to obtain 5.1 g of a crude subject compo... Starting materials: CO, C[Si](C)(C)CCOCn1cnc(-c2cc(C(N)=O)c([N+](=O)[O-])s2)n1, NN, O. The product is C[Si](C)(C)CCOCn1cnc(-c2cc(C(N)=O)c(N)s2)n1. As a reaction SMILES: [CH3:28][OH:29].[N+:1]([O-:2])(=[O:3])[c:4]1[s:5][c:6](-[c:12]2[n:13][n:14]([CH2:17][O:18][CH2:19][CH2:20][Si:21]([CH3:22])([CH3:23])[CH3:24])[cH:15][n:16]2)[cH:7][c:8]1[C:9](=[O:10])[NH2:11].[NH2:26][NH2:27].[OH2:25]>>[NH2:1][c:4]1[s:5][c:6](-[c:12]2[n:13][n:14]([CH2:17][O:18][CH2:19][CH2:20][Si:21]([CH3:22])([CH3:23])[CH3:24])[cH:15][n:16]2)[cH:7][c:8]1[C:9](=[O:10])[NH2:11]. Starting materials: Cl (hydrochloric acid), COC1=C(C=O)C=CC(=C1C)OC (2,4-dimethoxy-3-methyl-benzaldehyde), ClC1=CC(=CC=C1)C(=O)OO (meta-chloroperbenzoic acid), [OH-].[K+] (KOH), crude product. Solvent: O (water), ClCCl (dichloromethane). Conditions: time 1 hour. Yields the product COC1=C(C=CC(=C1C)OC)O (2,4-Dimethoxy-3-methyl-phenol). RXN SMILES: [CH3:1][O:2][C:3]1[C:10]([CH3:11])=[C:9]([O:12][CH3:13])[CH:8]=[CH:7][C:4]=1C=O.ClC1C=CC=C(C(OO)=[O:22])C=1.[OH-].[K+].Cl>ClCCl.O>[CH3:1][O:2][C:3]1[C:10]([CH3:11])=[C:9]([O:12][CH3:13])[CH:8]=[CH:7][C:4]=1[OH:22] |f:2.3|. Procedure details: To 416 mmol of 2,4-dimethoxy-3-methyl-benzaldehyde dissolved in 200 ml of dichloromethane there are added 624 mmol of meta-chloroperbenzoic acid. The reaction mixture is heated at reflux for 5 hours before being filtered. The filtrate is washed three times using 200 ml of saturated NaHCO3 solution each time and then dried over magnesium sulphate. After evaporating off the solvent, the crude product is taken up in 400 ml of methanol. 624 mmol of 10% KOH solution are added. The mixture is stirred ... Reactants: Cc1nc2ccc(NC(=O)OCC(Cl)(Cl)Cl)cc2o1, CS(C)=O, CCN(C(C)C)C(C)C, O, c1ccc(-c2nsc(N3CCNCC3)n2)cc1. The product is Cc1nc2ccc(NC(=O)N3CCN(c4nc(-c5ccccc5)ns4)CC3)cc2o1. Reaction SMILES: [CH3:1][c:2]1[o:3][c:4]2[c:5]([n:6]1)[cH:7][cH:8][c:9]([NH:11][C:12]([O:13][CH2:14][C:15]([Cl:16])([Cl:17])[Cl:18])=[O:19])[cH:10]2.[CH3:46][S:47](=[O:48])[CH3:49].[CH:37]([N:38]([CH:39]([CH3:40])[CH3:41])[CH2:42][CH3:43])([CH3:44])[CH3:45].[OH2:50].[c:20]1(-[c:26]2[n:27][s:28][c:29]([N:31]3[CH2:32][CH2:33][NH:34][CH2:35][CH2:36]3)[n:30]2)[cH:21][cH:22][cH:23][cH:24][cH:25]1>>[CH3:1][c:2]1[o:3][c:4]2[c:5]([n:6]1)[cH:7][cH:8][c:9]([NH:11][C:12](=[O:19])[N:34]1[CH2:33][CH2:32][N:31]([c:29]3[s:28][n:27][c:26](-[c:20]4[cH:21][cH:22][cH:23][cH:24][cH:25]4)[n:30]3)[CH2:36][CH2:35]1)[cH:10]2. Reactants: O=C([O-])[O-], COCCOC, CSc1cccc(Cl)c1I, [K+], [K+], O, OB(O)c1ccccc1, c1ccc(P(c2ccccc2)(c2ccccc2)[Pd](P(c2ccccc2)(c2ccccc2)c2ccccc2)(P(c2ccccc2)(c2ccccc2)c2ccccc2)P(c2ccccc2)(c2ccccc2)c2ccccc2)cc1. The product is CSc1cccc(Cl)c1-c1ccccc1. RXN SMILES: [C:20](=[O:21])([O-:22])[O-:23].[CH3:26][O:27][CH2:28][CH2:29][O:30][CH3:31].[Cl:1][c:2]1[c:3]([I:10])[c:4]([S:8][CH3:9])[cH:5][cH:6][cH:7]1.[K+:24].[K+:25].[OH2:109].[OH:11][B:12]([OH:13])[c:14]1[cH:15][cH:16][cH:17][cH:18][cH:19]1.[cH:32]1[cH:33][cH:34][c:35]([P:36]([Pd:37]([P:38]([c:39]2[cH:40][cH:41][cH:42][cH:43][cH:44]2)([c:45]2[cH:46][cH:47][cH:48][cH:49][cH:50]2)[c:51]2[cH:52][cH:53][cH:54][cH:55][cH:56]2)([P:57]([c:58]2[cH:59][cH:60][cH:61][cH:62][cH:63]2)([c:64]2[cH:65][cH:66][cH:67][cH:68][cH:69]2)[c:70]2[cH:71][cH:72][cH:73][cH:74][cH:75]2)[P:76]([c:77]2[cH:78][cH:79][cH:80][cH:81][cH:82]2)([c:83]2[cH:84][cH:85][cH:86][cH:87][cH:88]2)[c:89]2[cH:90][cH:91][cH:92][cH:93][cH:94]2)([c:95]2[cH:96][cH:97][cH:98][cH:99][cH:100]2)[c:101]2[cH:102][cH:103][cH:104][cH:105][cH:106]2)[cH:107][cH:108]1>>[Cl:1][c:2]1[c:3](-[c:14]2[cH:15][cH:16][cH:17][cH:18][cH:19]2)[c:4]([S:8][CH3:9])[cH:5][cH:6][cH:7]1.